This data is from the Open Reaction Database (ORD), a public repository of structured organic reaction records. The task is: describe an organic reaction: reactants, conditions, products, and yield Reactants: ClCCl, [Cl-], Cc1c(O)ccc2c(N)cc(=O)oc12, O, c1ccncc1, O=C(O)c1ccc[nH]1. The product is Cc1c(OC(=O)c2ccc[nH]2)ccc2c(N)cc(=O)oc12. As a reaction SMILES: [CH2:24]([Cl:25])[Cl:26].[Cl-:1].[NH2:10][c:11]1[cH:12][c:13](=[O:23])[o:14][c:15]2[c:16]1[cH:17][cH:18][c:19]([OH:22])[c:20]2[CH3:21].[OH2:33].[cH:27]1[cH:28][cH:29][n:30][cH:31][cH:32]1.[nH:2]1[c:3]([C:7](=[O:8])[OH:9])[cH:4][cH:5][cH:6]1>>[nH:2]1[c:3]([C:7]([O:8][c:19]2[cH:18][cH:17][c:16]3[c:11]([NH2:10])[cH:12][c:13](=[O:23])[o:14][c:15]3[c:20]2[CH3:21])=[O:9])[cH:4][cH:5][cH:6]1. Yields the product eluent, ClC=1C=C2C(=CNC2=CC1)CCNC(=O)C=1C=C(C=CC1)C1=CC(=CC=C1)C (N-(2-(5-chloro-1H-indol-3-yl)ethyl)-3′-methylbiphenyl-3-carboxamide). As a reaction SMILES: [Cl:1][C:2]1[CH:3]=[C:4]2[C:8](=[CH:9][CH:10]=1)[NH:7][CH:6]=[C:5]2[CH2:11][CH2:12][NH:13][C:14](=[O:22])[C:15]1[CH:20]=[CH:19][CH:18]=[C:17](I)[CH:16]=1.[C:23]1([CH3:32])[CH:28]=[CH:27][CH:26]=[C:25](B(O)O)[CH:24]=1.C(=O)([O-])[O-].[Na+].[Na+]>C(COC)OC.O.C1C=CC([P]([Pd]([P](C2C=CC=CC=2)(C2C=CC=CC=2)C2C=CC=CC=2)([P](C2C=CC=CC=2)(C2C=CC=CC=2)C2C=CC=CC=2)[P](C2C=CC=CC=2)(C2C=CC=CC=2)C2C=CC=CC=2)(C2C=CC=CC=2)C2C=CC=CC=2)=CC=1>[Cl:1][C:2]1[CH:3]=[C:4]2[C:8](=[CH:9][CH:10]=1)[NH:7][CH:6]=[C:5]2[CH2:11][CH2:12][NH:13][C:14]([C:15]1[CH:16]=[C:17]([C:25]2[CH:26]=[CH:27][CH:28]=[C:23]([CH3:32])[CH:24]=2)[CH:18]=[CH:19][CH:20]=1)=[O:22] |f:2.3.4,^1:49,51,70,89|. Run in C(OC)COC (dimethoxyethane), O (water). The reagents and catalysts are C=1C=CC(=CC1)[P](C=2C=CC=CC2)(C=3C=CC=CC3)[Pd]([P](C=4C=CC=CC4)(C=5C=CC=CC5)C=6C=CC=CC6)([P](C=7C=CC=CC7)(C=8C=CC=CC8)C=9C=CC=CC9)[P](C=1C=CC=CC1)(C=1C=CC=CC1)C=1C=CC=CC1 (tetrakis(triphenylphosphine)palladium). Procedure details: N-(2-(5-chloro-1H-indol-3-yl)ethyl)-3′-methylbiphenyl-3-carboxamide was prepared according to method B with N-(2-(5-chloro-1H-indol-3-yl)ethyl)-3-iodobenzamide (0.075 g; 0.176 mmol), m-tolylboronic acid (0.025 g; 0.176 mmol), tetrakis(triphenylphosphine)palladium (0.010 g; 0.009 mmol), sodium carbonate (0.037 g; 0.353 mmol), in dimethoxyethane (3 mL) and water (1 mL), irradiated in a microwave oven at 130° C. for 15 minutes. Flash chromatography on silica gel (eluent 2 to 10% ethyl acetate in di... Starting materials: C([O-])([O-])=O.[Na+].[Na+] (sodium carbonate), ClC=1C=C2C(=CNC2=CC1)CCNC(C1=CC(=CC=C1)I)=O (N-(2-(5-chloro-1H-indol-3-yl)ethyl)-3-iodobenzamide), C1(=CC(=CC=C1)B(O)O)C (m-tolylboronic acid). Yield: 83.3%. Starting materials: NC1=CC(CCC1)=O (3-aminocyclohex-2-enone), C(C)OC=C(C=O)C (3-ethoxy-2-methylacrolein). Solvent: C(C)O.O (ethanol water). Product: CC=1C=NC=2CCCC(C2C1)=O (3-methyl-7,8-dihydro-5(6H)quinolone). Yield: 48.4%. As a reaction SMILES: [NH2:1][C:2]1[CH2:7][CH2:6][CH2:5][C:4](=[O:8])[CH:3]=1.C(O[CH:12]=[C:13]([CH3:16])[CH:14]=O)C>C(O)C.O>[CH3:16][C:13]1[CH:12]=[N:1][C:2]2[CH2:7][CH2:6][CH2:5][C:4](=[O:8])[C:3]=2[CH:14]=1 |f:2.3|. Procedure: A mixture of 3-aminocyclohex-2-enone (11.1 g., 0.1m) and 3-ethoxy-2-methylacrolein (11.4 g, 0.1m) was heated at 120° for 16 hours in a flask equipped for downward distillation. The ethanol-water distillate (6.5 ml.) was discarded and the residual oil distilled at 0.2 mm Hg to give 3-methyl-7,8-dihydro-5(6H)quinolone as a colourless oil b.p. 78°-80° (7.8 g, 48%) which solidified on standing and was recrystallized from 40- 60° petroleum ether as colourless needles m.p. 45°. Found: C, 74.81; H, 6.9... The reactants are N1(CCOCC1)C=1N=C2N(C(C1)=O)CC[C@H](N2)C(F)(F)F ((8S)-2-morpholin-4-yl-8-trifluoromethyl-6,7,8,9-tetrahydropyrimido[1,2-a]pyrimidin-4-one), C([O-])([O-])=O.[Cs+].[Cs+] (caesium carbonate), BrCC1=CC(=CC(=C1)F)F (1-(bromomethyl)-3,5-difluorobenzene). Solvent: CN(C=O)C (dimethylformamide). Product: FC=1C=C(CN2[C@@H](CCN3C2=NC(=CC3=O)N3CCOCC3)C(F)(F)F)C=C(C1)F ((8S)-9-(3,5-difluorobenzyl)-2-(morpholin-4-yl)-8-(trifluoro-methyl)-6,7,8,9-tetrahydro-4H-pyrimido[1,2-a]pyrimidin-4-one). Reaction SMILES: [N:1]1([C:7]2[N:8]=[C:9]3[NH:17][C@H:16]([C:18]([F:21])([F:20])[F:19])[CH2:15][CH2:14][N:10]3[C:11](=[O:13])[CH:12]=2)[CH2:6][CH2:5][O:4][CH2:3][CH2:2]1.C(=O)([O-])[O-].[Cs+].[Cs+].Br[CH2:29][C:30]1[CH:35]=[C:34]([F:36])[CH:33]=[C:32]([F:37])[CH:31]=1>CN(C)C=O>[F:36][C:34]1[CH:35]=[C:30]([CH:31]=[C:32]([F:37])[CH:33]=1)[CH2:29][N:17]1[C:9]2=[N:8][C:7]([N:1]3[CH2:6][CH2:5][O:4][CH2:3][CH2:2]3)=[CH:12][C:11](=[O:13])[N:10]2[CH2:14][CH2:15][C@H:16]1[C:18]([F:20])([F:21])[F:19] |f:1.2.3|. Procedure details: The product is prepared according to the procedure described in Example 22, using 100 mg of (8S)-2-morpholin-4-yl-8-trifluoromethyl-6,7,8,9-tetrahydropyrimido[1,2-a]pyrimidin-4-one (Example 1e), 214 mg of caesium carbonate and 75 mg of 1-(bromomethyl)-3,5-difluorobenzene in 2 ml of dimethylformamide. After purification by preparative HPLC/MS (Method C), 85 mg of (8S)-9-(3,5-difluorobenzyl)-2-(morpholin-4-yl)-8-(trifluoromethyl)-6,7,8,9-tetrahydro-4H-pyrimido[1,2-a]pyrimidin-4-one are obtained in... Starting materials: C(C)(C)(C)OC(=O)NCC1CN(CC1)CCCCN (4-(3-tert-Butoxycarbonylaminomethylpyrrolidin-1-yl)butylamine), C(C)(=O)Cl (acetyl chloride), NC1=CC(=C(C(=O)O)C=C1Cl)OC (4-amino-5-chloro-2-methoxybenzoic acid). Yields the product C(C)(=O)NCCCCN1CC(CC1)CNC(C1=C(C=C(C(=C1)Cl)N)OC)=O (N-(1-(4-acetylaminobutyl)pyrrolidin-3-ylmethyl)-4-amino-5-chloro-2-methoxybenzamide). RXN SMILES: C(O[C:6]([NH:8][CH2:9][CH:10]1[CH2:14][CH2:13][N:12]([CH2:15][CH2:16][CH2:17][CH2:18][NH2:19])[CH2:11]1)=[O:7])(C)(C)C.[C:20](Cl)(=[O:22])[CH3:21].[NH2:24][C:25]1[C:33]([Cl:34])=[CH:32][C:28](C(O)=O)=[C:27]([O:35][CH3:36])[CH:26]=1>>[C:20]([NH:19][CH2:18][CH2:17][CH2:16][CH2:15][N:12]1[CH2:13][CH2:14][CH:10]([CH2:9][NH:8][C:6](=[O:7])[C:28]2[CH:32]=[C:33]([Cl:34])[C:25]([NH2:24])=[CH:26][C:27]=2[O:35][CH3:36])[CH2:11]1)(=[O:22])[CH3:21]. Procedure details: 4-(3-tert-Butoxycarbonylaminomethylpyrrolidin-1-yl)butylamine (1.05 g) as starting compound was reacted and treated in the same manner as in Example 1 using acetyl chloride (0.30 ml) and 4-amino-5-chloro-2-methoxybenzoic acid (0.78 g) to give N-(1-(4-acetylaminobutyl)pyrrolidin-3-ylmethyl)-4-amino-5-chloro-2-methoxybenzamide.